describe an organic reaction: reactants, conditions, products, and yield From a dataset of the Open Reaction Database (ORD), a public repository of structured organic reaction records. Reactants: C(=O)[O-].[NH4+] (ammonium formate), solution, Example 39, O[C@@H](C(=O)O)[C@H](CC1=CC=CC=C1)NC(C1=CC(=CC(=C1)C(=O)N[C@H](C)C1=CC=CC=C1)N(S(=O)(=O)C)C)=O ((2R,3S)-2-hydroxy-3-{[3-[methyl(methylsulfonyl)amino]-5-({[(1R)-1-phenylethyl]amino}carbonyl)benzoyl]amino}-4-phenylbutanoic acid), CCN=C=NCCCN(C)C.Cl (EDC.HCl), NC=1N(C=C(N1)CCOC)C(=O)OCC1=CC=CC=C1 (benzyl 2-amino-4-(2-methoxyethyl)-1H-imidazole-1-carboxylate), Example 32, C=1C=CC2=C(C1)N=NN2O.O (HOBt H2O). The reagents and catalysts are [Pd] (Pd/C). Run in CO (methanol), CN(C)C=O (DMF). Reaction conditions: time 2 hour. Product: C(C1=CC=CC=C1)[C@@H]([C@H](C(=O)NC=1NC(=CN1)CCOC)O)NC(C1=CC(C(=O)N[C@H](C)C2=CC=CC=C2)=CC(=C1)N(S(=O)(=O)C)C)=O (N-((1S,2R)-1-Benzyl-2-hydroxy-3-{[5-(2-methoxyethyl)-1H-imidazol-2-yl]amino}-3-oxopropyl)-5-[methyl(methylsulfonyl)amino]-N′-[(1R)-1-phenylethyl]isophthalamide). Yield: 67.0%. Reaction SMILES: [NH2:1][C:2]1[N:3](C(OCC2C=CC=CC=2)=O)[CH:4]=[C:5]([CH2:7][CH2:8][O:9][CH3:10])[N:6]=1.[OH:21][C@H:22]([C@@H:26]([NH:34][C:35](=[O:59])[C:36]1[CH:41]=[C:40]([C:42]([NH:44][C@@H:45]([C:47]2[CH:52]=[CH:51][CH:50]=[CH:49][CH:48]=2)[CH3:46])=[O:43])[CH:39]=[C:38]([N:53]([CH3:58])[S:54]([CH3:57])(=[O:56])=[O:55])[CH:37]=1)[CH2:27][C:28]1[CH:33]=[CH:32][CH:31]=[CH:30][CH:29]=1)[C:23](O)=[O:24].C1C=CC2N(O)N=NC=2C=1.O.CCN=C=NCCCN(C)C.Cl.C([O-])=O.[NH4+]>CN(C=O)C.CO.[Pd]>[CH2:27]([C@H:26]([NH:34][C:35](=[O:59])[C:36]1[CH:37]=[C:38]([N:53]([CH3:58])[S:54]([CH3:57])(=[O:56])=[O:55])[CH:39]=[C:40]([C:42]([NH:44][C@@H:45]([C:47]2[CH:48]=[CH:49][CH:50]=[CH:51][CH:52]=2)[CH3:46])=[O:43])[CH:41]=1)[C@@H:22]([OH:21])[C:23]([NH:1][C:2]1[NH:6][C:5]([CH2:7][CH2:8][O:9][CH3:10])=[CH:4][N:3]=1)=[O:24])[C:28]1[CH:29]=[CH:30][CH:31]=[CH:32][CH:33]=1 |f:2.3,4.5,6.7|. Reported procedure: To a 0.5 ml solution of benzyl 2-amino-4-(2-methoxyethyl)-1H-imidazole-1-carboxylate prepared in a similar manner to Example 32 63 mg (0.22 mmol), (2R,3S)-2-hydroxy-3-{[3-[methyl(methylsulfonyl)amino]-5-({[(1R)-1-phenylethyl]amino}carbonyl)benzoyl]amino}-4-phenylbutanoic acid obtained in Reference Example 39 63 mg (0.11 mmol) and HOBt —H2O 18 mg (0.12 mmol) in DMF was added EDC.HCl 23 mg (0.12 mmol) under ice-cooling and the mixture was heated to room temperature and stirred for 2 hours. The rea...